This data is from the Open Reaction Database (ORD), a public repository of structured organic reaction records. The task is: describe an organic reaction: reactants, conditions, products, and yield Reactants: C(C)(=O)NC1=C(C=C(C2=C1CCCCO2)C(=O)OC)Cl (methyl 6-acetylamino-7-chloro-2,3,4,5-tetrahydro-1-benzoxepin-9-carboxylate), [OH-].[Na+] (sodium hydroxide). Run in CO (methanol). Yields the product EtOAc hexanes, NC1=C(C=C(C2=C1CCCCO2)C(=O)O)Cl (6-amino-7-chloro-2,3,4,5-tetrahydro-1-benzoxepin-9-carboxylic acid). The yield is 30.0%. RXN SMILES: C([NH:4][C:5]1[C:10]2[CH2:11][CH2:12][CH2:13][CH2:14][O:15][C:9]=2[C:8]([C:16]([O:18]C)=[O:17])=[CH:7][C:6]=1[Cl:20])(=O)C.[OH-].[Na+]>CO>[NH2:4][C:5]1[C:10]2[CH2:11][CH2:12][CH2:13][CH2:14][O:15][C:9]=2[C:8]([C:16]([OH:18])=[O:17])=[CH:7][C:6]=1[Cl:20] |f:1.2|. Procedure: To a solution of 5 g (16.8 mmol) of methyl 6-acetylamino-7-chloro-2,3,4,5-tetrahydro-1-benzoxepin-9-carboxylate in 10 ml of methanol is added 10 ml of a 10% aqueous sodium hydroxide solution in a single portion at room temperature. The solution is heated to reflux and maintained for 2 hours. After cooling, methanol is removed in vacuo and the residue is diluted with water. The pH of this solution is adjusted to 7 with 1N HCl. The neutral solution is extracted with CH2Cl2 and the combined organic... The reactants are [I-].CSC=1SC[C@H]2[N+]1CC=1C=CC=CC1C2 ((S)-3-methylthio-1,5,10,10a-tetrahydrothiazolo[3,4-b]isoquinolinium iodide), NC=1C=CC=C2C=C(N=CC12)C (8-amino-3-methylisoquinoline). The product is CC=1N=CC2=C(C=CC=C2C1)N=C1SC[C@H]2N1CC=1C=CC=CC1C2 ((S)-3-[(3-methylisoquinol-8-yl)imino]-1,5,10,10a-tetrahydrothiazolo[3,4-b]isoquinoline). Yield: 53.9%. As a reaction SMILES: [I-].CS[C:4]1[S:5][CH2:6][C@@H:7]2[CH2:16][C:15]3[CH:14]=[CH:13][CH:12]=[CH:11][C:10]=3[CH2:9][N+:8]=12.[NH2:17][C:18]1[CH:19]=[CH:20][CH:21]=[C:22]2[C:27]=1[CH:26]=[N:25][C:24]([CH3:28])=[CH:23]2>>[CH3:28][C:24]1[N:25]=[CH:26][C:27]2[C:22]([CH:23]=1)=[CH:21][CH:20]=[CH:19][C:18]=2[N:17]=[C:4]1[N:8]2[CH2:9][C:10]3[CH:11]=[CH:12][CH:13]=[CH:14][C:15]=3[CH2:16][C@H:7]2[CH2:6][S:5]1 |f:0.1|. Reported procedure: By following the procedure of Example 2, but using (S)-3-methylthio-1,5,10,10a-tetrahydrothiazolo[3,4-b]isoquinolinium iodide (8 g) and 8-amino-3-methylisoquinoline (3.5 g) as the starting materials, (S)-3-[(3-methylisoquinol-8-yl)imino]-1,5,10,10a-tetrahydrothiazolo[3,4-b]isoquinoline (4.1 g) is obtained in the form of pale yellow crystals, m.p.=156° C. Starting materials: C(C)(C)(C)OC(NC1=C(C=C(C=C1)Cl)N)=O ((2-amino-4-chloro-phenyl)-carbamic acid tert-butyl ester), C(C)(C)(C)OC(CC(=O)C1=CC(=CC=C1)C=1C=NC(=CC1)C)=O (3-[3-(6-methyl-pyridin-3-yl)-phenyl]-3-oxo-propionic acid tert-butyl ester). Yields the product C(C)(C)(C)OC(NC1=C(C=C(C=C1)Cl)NC(CC(=O)C1=CC(=CC=C1)C=1C=NC(=CC1)C)=O)=O ((4-Chloro-2-{3-[3-(6-methyl-pyridin-3-yl)-phenyl]-3-oxo-propionylamino}-phenyl)-carbamic acid tert-butyl ester). As a reaction SMILES: [C:1]([O:5][C:6](=[O:16])[NH:7][C:8]1[CH:13]=[CH:12][C:11]([Cl:14])=[CH:10][C:9]=1[NH2:15])([CH3:4])([CH3:3])[CH3:2].C([O:21][C:22](=O)[CH2:23][C:24]([C:26]1[CH:31]=[CH:30][CH:29]=[C:28]([C:32]2[CH:33]=[N:34][C:35]([CH3:38])=[CH:36][CH:37]=2)[CH:27]=1)=[O:25])(C)(C)C>>[C:1]([O:5][C:6](=[O:16])[NH:7][C:8]1[CH:13]=[CH:12][C:11]([Cl:14])=[CH:10][C:9]=1[NH:15][C:22](=[O:21])[CH2:23][C:24]([C:26]1[CH:31]=[CH:30][CH:29]=[C:28]([C:32]2[CH:33]=[N:34][C:35]([CH3:38])=[CH:36][CH:37]=2)[CH:27]=1)=[O:25])([CH3:4])([CH3:2])[CH3:3]. Procedure: The title compound was prepared from (2-amino-4-chloro-phenyl)-carbamic acid tert-butyl ester (Example J4) (182 mg, 0.75 mmol) and 3-[3-(6-methyl-pyridin-3-yl)-phenyl]-3-oxo-propionic acid tert-butyl ester (Example K4) (234 mg, 0.75 mmol) according to the general procedure M. Obtained as an amorphous light brown substance (316 mg).